This data is from the Open Reaction Database (ORD), a public repository of structured organic reaction records. The task is: describe an organic reaction: reactants, conditions, products, and yield Reactants: CN(C)CC1=CC=2CN(CCC2O1)S(=O)(=O)C1=CC=C(\C=C/C2=CC=C(C=C2)Cl)C=C1 ((Z)-N,N-Dimethyl-[5-(4-chlorostilbene-4'-sulfonyl)-4,5,6,7-tetrahydrofuro[3,2-c]pyridin-2-ylmethyl]amine), Cl (hydrogen chloride). Solvent: CO (methanol), CO (methanol). Product: Cl.CN(C)CC1=CC=2CN(CCC2O1)S(=O)(=O)C1=CC=C(\C=C/C2=CC=C(C=C2)Cl)C=C1 ((Z)-N,N-dimethyl-[5-(4-chlorostilbene-4'-sulfonyl)-4,5,6,7-tetrahydrofuro[3,2-c]pyridin-2-ylmethyl]amine hydrochloride). As a reaction SMILES: [CH3:1][N:2]([CH2:4][C:5]1[O:13][C:12]2[CH2:11][CH2:10][N:9]([S:14]([C:17]3[CH:31]=[CH:30][C:20](/[CH:21]=[CH:22]\[C:23]4[CH:28]=[CH:27][C:26]([Cl:29])=[CH:25][CH:24]=4)=[CH:19][CH:18]=3)(=[O:16])=[O:15])[CH2:8][C:7]=2[CH:6]=1)[CH3:3].Cl>CO>[ClH:29].[CH3:1][N:2]([CH2:4][C:5]1[O:13][C:12]2[CH2:11][CH2:10][N:9]([S:14]([C:17]3[CH:31]=[CH:30][C:20](/[CH:21]=[CH:22]\[C:23]4[CH:24]=[CH:25][C:26]([Cl:29])=[CH:27][CH:28]=4)=[CH:19][CH:18]=3)(=[O:15])=[O:16])[CH2:8][C:7]=2[CH:6]=1)[CH3:3] |f:3.4|. Procedure details: (Z)-N,N-Dimethyl-[5-(4-chlorostilbene-4'-sulfonyl)-4,5,6,7-tetrahydrofuro[3,2-c]pyridin-2-ylmethyl]amine 0.652 g was dissolved in 2 ml of methanol; hydrogen chloride in methanol was added in excess, followed by stirring. This mixture was concentrated to yield the desired product.